This data is from the Open Reaction Database (ORD), a public repository of structured organic reaction records. The task is: describe an organic reaction: reactants, conditions, products, and yield The reactants are FC1=CC=C(C=C1)C1=C2CC(NC2=CC=C1)=O (4-(4-fluoro-phenyl)-1,3-dihydro-indol-2-one), C(C)N(CCNC(=O)C1=C(NC(=C1C)C=O)C)CC (5-formyl-2,4-dimethyl-1H-pyrrole-3-carboxylic acid (2-diethylamino-ethyl)-amide). The reagents and catalysts are N1CCCCC1 (piperidine). Solvent: C(C)O (ethanol). Conditions: time 3 day. Yields the product C(C)N(CCNC(=O)C1=C(NC(=C1C)C=C1C(NC2=CC=CC(=C12)C1=CC=C(C=C1)F)=O)C)CC (5-[4-(4-Fluoro-phenyl)-2-oxo-1,2-dihydro-indol-3-ylidenemethyl]-2,4-dimethyl-1H-pyrrole-3-carboxylic acid (2-diethylamino-ethyl)-amide). Yield: 69.9%. Reaction SMILES: [F:1][C:2]1[CH:7]=[CH:6][C:5]([C:8]2[CH:16]=[CH:15][CH:14]=[C:13]3[C:9]=2[CH2:10][C:11](=[O:17])[NH:12]3)=[CH:4][CH:3]=1.[CH2:18]([N:20]([CH2:35][CH3:36])[CH2:21][CH2:22][NH:23][C:24]([C:26]1[C:30]([CH3:31])=[C:29]([CH:32]=O)[NH:28][C:27]=1[CH3:34])=[O:25])[CH3:19]>C(O)C.N1CCCCC1>[CH2:35]([N:20]([CH2:18][CH3:19])[CH2:21][CH2:22][NH:23][C:24]([C:26]1[C:30]([CH3:31])=[C:29]([CH:32]=[C:10]2[C:9]3[C:13](=[CH:14][CH:15]=[CH:16][C:8]=3[C:5]3[CH:4]=[CH:3][C:2]([F:1])=[CH:7][CH:6]=3)[NH:12][C:11]2=[O:17])[NH:28][C:27]=1[CH3:34])=[O:25])[CH3:36]. Procedure details: To a solution of 4-(4-fluoro-phenyl)-1,3-dihydro-indol-2-one (56.8 mg, 0.25 mmol) and 5-formyl-2,4-dimethyl-1H-pyrrole-3-carboxylic acid (2-diethylamino-ethyl)-amide (69.0 mg, 0.26 mmol) in ethanol (2 mL) was added piperidine (3 drops). The reaction mixture was stirred at room temperature for three days. A yellow solid product was precipitated out, filtered, washed by ethanol for three times, and dried under high vacuum to provide 5-[4-(4-Fluoro-phenyl)-2-oxo-1,2-dihydro-indol-3-ylidenemethyl]-2... Starting materials: CN1CCNCC1 (N-methylpiperazine), [N+](=O)([O-])C1=C(C=C(C=C1)F)C=1OC2=C(N1)C=CC=C2 (2-(2′-nitro-5′-fluorophenyl)benzoxazole), C(=O)([O-])[O-].[K+].[K+] (K2CO3). Run in CS(=O)C (dimethyl sulfoxide). Conditions: temperature 90 celsius. Product: [N+](=O)([O-])C1=C(C=C(C=C1)C1N(CCNC1)C)C=1OC2=C(N1)C=CC=C2 (2-(2′-Nitro-5′-(N-methylpiperazinyl)phenyl)benzoxazole). Reaction SMILES: [CH3:1][N:2]1[CH2:7][CH2:6][NH:5][CH2:4][CH2:3]1.[N+:8]([C:11]1[CH:16]=[CH:15][C:14](F)=[CH:13][C:12]=1[C:18]1[O:19][C:20]2[CH:26]=[CH:25][CH:24]=[CH:23][C:21]=2[N:22]=1)([O-:10])=[O:9].C([O-])([O-])=O.[K+].[K+]>CS(C)=O>[N+:8]([C:11]1[CH:16]=[CH:15][C:14]([CH:3]2[CH2:4][NH:5][CH2:6][CH2:7][N:2]2[CH3:1])=[CH:13][C:12]=1[C:18]1[O:19][C:20]2[CH:26]=[CH:25][CH:24]=[CH:23][C:21]=2[N:22]=1)([O-:10])=[O:9] |f:2.3.4|. Reported procedure: 1.01 g (0.010 mol) of N-methylpiperazine were added to the mixture of 1.29 g (0.005 mol) of 2-(2′-nitro-5′-fluorophenyl)benzoxazole and 1.04 g (0.0075 mol) of K2CO3 in 9 ml of dimethyl sulfoxide. The reaction was stirred magnetically and heated at 90° C., the progression thereof being verified by TLC. Reactants: C(C1=CC=CC=C1)OC(C(C=O)(C)C)=O (benzyl-2,2-dimethyl-3-oxopropanoate), N1CCCCC1 (piperidine), C(C)(=O)O[BH-](OC(C)=O)OC(C)=O.[Na+] (sodium triacetoxyborohydride). Run in C(Cl)Cl (DCM). Conditions: time 16 hour. Product: C(C1=CC=CC=C1)OC(C(CN1CCCCC1)(C)C)=O (Benzyl-2,2-dimethyl-3-piperidin-1-ylpropanoate). Reaction SMILES: [CH2:1]([O:8][C:9](=[O:15])[C:10]([CH3:14])([CH3:13])[CH:11]=O)[C:2]1[CH:7]=[CH:6][CH:5]=[CH:4][CH:3]=1.[NH:16]1[CH2:21][CH2:20][CH2:19][CH2:18][CH2:17]1.C(O[BH-](OC(=O)C)OC(=O)C)(=O)C.[Na+]>C(Cl)Cl>[CH2:1]([O:8][C:9](=[O:15])[C:10]([CH3:14])([CH3:13])[CH2:11][N:16]1[CH2:21][CH2:20][CH2:19][CH2:18][CH2:17]1)[C:2]1[CH:7]=[CH:6][CH:5]=[CH:4][CH:3]=1 |f:2.3|. Reported procedure: To a solution of benzyl-2,2-dimethyl-3-oxopropanoate (200 mg, 1.0 mmol) in DCM (30 mL) were added piperidine (0.10 mL, 1.1 mmol) and sodium triacetoxyborohydride (400 mg, 2.0 mmol). The reaction mixture was left to stir at rt for 16 h. The mixture was partitioned between DCM and water and treated with saturated NaHCO3. The combined organic extracts were dried over Na2SO4 and concentrated in vacuo. Purification via silica gel chromatography (5% EtOAc in Hexane) afforded the title compound as a ye... The reactants are Brc1ccccn1, O=C([O-])[O-], [K+], [K+], [Na+], [OH-], COC(=O)c1ccc(O)cc1. Product: COC(=O)c1ccc(Oc2ccccn2)cc1. As a reaction SMILES: [Br:1][c:2]1[cH:3][cH:4][cH:5][cH:6][n:7]1.[C:19](=[O:20])([O-:21])[O-:22].[K+:23].[K+:24].[Na+:26].[OH-:25].[OH:8][c:9]1[cH:10][cH:11][c:12]([C:15](=[O:16])[O:17][CH3:18])[cH:13][cH:14]1>>[c:2]1([O:8][c:9]2[cH:10][cH:11][c:12]([C:15](=[O:16])[O:17][CH3:18])[cH:13][cH:14]2)[cH:3][cH:4][cH:5][cH:6][n:7]1.